The task is: describe an organic reaction: reactants, conditions, products, and yield. This data is from the Open Reaction Database (ORD), a public repository of structured organic reaction records. Reactants: Nc1cccc(OC2CCN(CC3CC3)CC2)n1, O=C(Cl)c1ccc(F)cc1Cl, ClCCl, c1ccncc1. Yields the product O=C(Nc1cccc(OC2CCN(CC3CC3)CC2)n1)c1ccc(F)cc1Cl. As a reaction SMILES: [CH:12]1([CH2:15][N:16]2[CH2:17][CH2:18][CH:19]([O:22][c:23]3[cH:24][cH:25][cH:26][c:27]([NH2:29])[n:28]3)[CH2:20][CH2:21]2)[CH2:13][CH2:14]1.[Cl:1][c:2]1[c:3]([C:4](=[O:5])[Cl:6])[cH:7][cH:8][c:9]([F:11])[cH:10]1.[Cl:36][CH2:37][Cl:38].[cH:30]1[cH:31][cH:32][n:33][cH:34][cH:35]1>>[Cl:1][c:2]1[c:3]([C:4](=[O:5])[NH:29][c:27]2[cH:26][cH:25][cH:24][c:23]([O:22][CH:19]3[CH2:18][CH2:17][N:16]([CH2:15][CH:12]4[CH2:13][CH2:14]4)[CH2:21][CH2:20]3)[n:28]2)[cH:7][cH:8][c:9]([F:11])[cH:10]1. Reactants: Cl.C(C)N=C=NCCCN(C)C (N1-((Ethylimino)methylene)-N3,N3-dimethylpropane-1,3-diamine hydrochloride), ClC1=CC=C(C=C1)C/C(/NO)=N/[H] ((Z)-2-(4-chlorophenyl)-N-hydroxyacetimidamide), O=C1N(CCCC1(C1=CC=CC=C1)C1=CC=CC=C1)CC(=O)O (2-(2-oxo-3,3-diphenylpiperidin-1-yl)acetic acid). Run in ClC(C)Cl (dichloroethane). Reaction conditions: temperature 85 celsius. The product is ClC1=CC=C(CC2=NOC(=N2)CN2C(C(CCC2)(C2=CC=CC=C2)C2=CC=CC=C2)=O)C=C1 (1-{[3-(4-chlorobenzyl)-1,2,4-oxadiazol-5-yl]methyl}-3,3-diphenylpiperidin-2-one). As a reaction SMILES: Cl.C(N=C=NCCCN(C)C)C.[Cl:13][C:14]1[CH:19]=[CH:18][C:17]([CH2:20]/[C:21](=[N:24]/[H])/[NH:22][OH:23])=[CH:16][CH:15]=1.[O:26]=[C:27]1[C:32]([C:39]2[CH:44]=[CH:43][CH:42]=[CH:41][CH:40]=2)([C:33]2[CH:38]=[CH:37][CH:36]=[CH:35][CH:34]=2)[CH2:31][CH2:30][CH2:29][N:28]1[CH2:45][C:46](O)=O>ClC(Cl)C>[Cl:13][C:14]1[CH:19]=[CH:18][C:17]([CH2:20][C:21]2[N:24]=[C:46]([CH2:45][N:28]3[CH2:29][CH2:30][CH2:31][C:32]([C:39]4[CH:44]=[CH:43][CH:42]=[CH:41][CH:40]=4)([C:33]4[CH:38]=[CH:37][CH:36]=[CH:35][CH:34]=4)[C:27]3=[O:26])[O:23][N:22]=2)=[CH:16][CH:15]=1 |f:0.1|. Reported procedure: N1-((Ethylimino)methylene)-N3,N3-dimethylpropane-1,3-diamine hydrochloride (0.160 g, 0.837 mmol), (Z)-2-(4-chlorophenyl)-N-hydroxyacetimidamide (0.103 g, 0.558 mmol) and 2-(2-oxo-3,3-diphenylpiperidin-1-yl)acetic acid (0.173 g, 0.558 mmol; Example 68E) were stirred together in dichloroethane at room temperature for 2 hours, then heated to 85° C. for 16 hours. The reaction was cooled and concentrated. The residue was dissolved in dichloromethane (3 mL) and washed with water (1 mL). The organic la... Reactants: COC(=O)c1ccc(OCc2c(-c3cccc(F)c3)noc2C)nc1, C[Al](C)C, NCC1CC1, C1COCCO1, O. Product: Cc1onc(-c2cccc(F)c2)c1COc1ccc(C(=O)NCC2CC2)cn1. Reaction SMILES: [CH3:10][O:11][C:12]([c:13]1[cH:14][n:15][c:16]([O:19][CH2:20][c:21]2[c:22](-[c:27]3[cH:28][c:29]([F:33])[cH:30][cH:31][cH:32]3)[n:23][o:24][c:25]2[CH3:26])[cH:17][cH:18]1)=[O:34].[CH3:1][Al:2]([CH3:3])[CH3:4].[CH:5]1([CH2:8][NH2:9])[CH2:6][CH2:7]1.[O:36]1[CH2:37][CH2:38][O:39][CH2:40][CH2:41]1.[OH2:35]>>[CH:5]1([CH2:8][NH:9][C:12](=[O:11])[c:13]2[cH:14][n:15][c:16]([O:19][CH2:20][c:21]3[c:22](-[c:27]4[cH:28][c:29]([F:33])[cH:30][cH:31][cH:32]4)[n:23][o:24][c:25]3[CH3:26])[cH:17][cH:18]2)[CH2:6][CH2:7]1. The reactants are OCCc1ccc(Br)cc1, CCS(=O)(=O)c1ccc(NC(=O)Oc2ccccc2)cc1C#N, C1CCOC1, [H-], [Na+]. Yields the product CCS(=O)(=O)c1ccc(NC(=O)OCCc2ccc(Br)cc2)cc1C#N. RXN SMILES: [Br:3][c:4]1[cH:5][cH:6][c:7]([CH2:10][CH2:11][OH:12])[cH:8][cH:9]1.[C:13](#[N:14])[c:15]1[cH:16][c:17]([NH:26][C:27]([O:28][c:30]2[cH:31][cH:32][cH:33][cH:34][cH:35]2)=[O:29])[cH:18][cH:19][c:20]1[S:21](=[O:22])(=[O:23])[CH2:24][CH3:25].[CH2:36]1[O:37][CH2:38][CH2:39][CH2:40]1.[H-:2].[Na+:1]>>[Br:3][c:4]1[cH:5][cH:6][c:7]([CH2:10][CH2:11][O:12][C:27]([NH:26][c:17]2[cH:16][c:15]([C:13]#[N:14])[c:20]([S:21](=[O:22])(=[O:23])[CH2:24][CH3:25])[cH:19][cH:18]2)=[O:28])[cH:8][cH:9]1.